This data is from the Open Reaction Database (ORD), a public repository of structured organic reaction records. The task is: describe an organic reaction: reactants, conditions, products, and yield Yields the product COc1cc(F)c(C2CCN(C(=O)COC(C)=O)CC2)cc1I. RXN SMILES: [C:26]([CH3:27])(=[O:28])[O:29][CH2:30][C:31](=[O:32])[Cl:33].[CH:17]([N:18]([CH2:19][CH3:20])[CH:21]([CH3:22])[CH3:23])([CH3:24])[CH3:25].[F:1][c:2]1[c:3]([CH:11]2[CH2:12][CH2:13][NH:14][CH2:15][CH2:16]2)[cH:4][c:5]([I:10])[c:6]([O:8][CH3:9])[cH:7]1.[O:34]=[CH:35][N:36]([CH3:37])[CH3:38]>>[F:1][c:2]1[c:3]([CH:11]2[CH2:12][CH2:13][N:14]([C:31]([CH2:30][O:29][C:26]([CH3:27])=[O:28])=[O:32])[CH2:15][CH2:16]2)[cH:4][c:5]([I:10])[c:6]([O:8][CH3:9])[cH:7]1. The reactants are CC(=O)OCC(=O)Cl, CCN(C(C)C)C(C)C, COc1cc(F)c(C2CCNCC2)cc1I, CN(C)C=O. Reactants: O=Cc1ccc(F)cc1, FC(F)(F)c1ccc(S)nc1, [K+], [K+], O=C([O-])[O-], CN(C)C=O. Product: O=Cc1ccc(Sc2ccc(C(F)(F)F)cn2)cc1. Reaction SMILES: [F:12][c:13]1[cH:14][cH:15][c:16]([CH:17]=[O:18])[cH:19][cH:20]1.[F:1][C:2]([c:3]1[cH:4][cH:5][c:6]([SH:9])[n:7][cH:8]1)([F:10])[F:11].[K+:21].[K+:22].[O-:23][C:24]([O-:25])=[O:26].[O:27]=[CH:28][N:29]([CH3:30])[CH3:31]>>[F:1][C:2]([c:3]1[cH:4][cH:5][c:6]([S:9][c:13]2[cH:14][cH:15][c:16]([CH:17]=[O:18])[cH:19][cH:20]2)[n:7][cH:8]1)([F:10])[F:11]. The reactants are CCO, O=[N+]([O-])c1cccc(OCCCCl)c1, [H][H], [Ni]. Yields the product Nc1cccc(OCCCCl)c1. Reaction SMILES: [CH3:17][CH2:18][OH:19].[Cl:1][CH2:2][CH2:3][CH2:4][O:5][c:6]1[cH:7][c:8]([N+:12]([O-:13])=[O:14])[cH:9][cH:10][cH:11]1.[H:15][H:16].[Ni:20]>>[Cl:1][CH2:2][CH2:3][CH2:4][O:5][c:6]1[cH:7][c:8]([NH2:12])[cH:9][cH:10][cH:11]1. Starting materials: Cc1cccc(Cl)c1Nc1ccccc1CC(=O)O, Cc1ccccc1, O, OCc1ccccn1, O=S(=O)(O)O. Product: Cc1cccc(Cl)c1Nc1ccccc1CC(=O)OCc1ccccn1. Reaction SMILES: [CH3:1][c:2]1[c:3]([NH:4][c:5]2[c:6]([CH2:11][C:12](=[O:13])[OH:14])[cH:7][cH:8][cH:9][cH:10]2)[c:15]([Cl:19])[cH:16][cH:17][cH:18]1.[CH3:28][c:29]1[cH:30][cH:31][cH:32][cH:33][cH:34]1.[OH2:40].[OH:20][CH2:21][c:22]1[n:23][cH:24][cH:25][cH:26][cH:27]1.[S:35](=[O:36])(=[O:37])([OH:38])[OH:39]>>[CH3:1][c:2]1[c:3]([NH:4][c:5]2[c:6]([CH2:11][C:12]([O:13][CH2:21][c:22]3[n:23][cH:24][cH:25][cH:26][cH:27]3)=[O:14])[cH:7][cH:8][cH:9][cH:10]2)[c:15]([Cl:19])[cH:16][cH:17][cH:18]1. The reactants are C(C)[SiH](CC)CC (Triethylsilane), C(=O)(C(F)(F)F)O (TFA), C(C)(C)(C)OC(=O)C1C(CC(C1)OC1=NC(=NC(=C1)OC)C1=CC=CC=C1)C(NC1(C(C1)C=C)C(=O)OCC)=O (2-(1-Ethoxycarbonyl-2-vinyl-cyclopropylcarbamoyl)-4-(6-methoxy-2-phenyl-pyrimidin-4-yloxy)-cyclopentanecarboxylic acid tert-butyl ester). Solvent: C(Cl)Cl (DCM). Reaction conditions: time 45 minute. Yields the product C(C)OC(=O)C1(C(C1)C=C)NC(=O)C1C(CC(C1)OC1=NC(=NC(=C1)OC)C1=CC=CC=C1)C(=O)O (2-(1-Ethoxycarbonyl-2-vinyl-cyclopropylcarbamoyl)-4-(6-methoxy-2-phenyl-pyrimidin-4-yloxy)-cyclopentanecarboxylic acid). Isolated yield 99.4%. Reaction SMILES: C([O:5][C:6]([CH:8]1[CH2:12][CH:11]([O:13][C:14]2[CH:19]=[C:18]([O:20][CH3:21])[N:17]=[C:16]([C:22]3[CH:27]=[CH:26][CH:25]=[CH:24][CH:23]=3)[N:15]=2)[CH2:10][CH:9]1[C:28](=[O:40])[NH:29][C:30]1([C:35]([O:37][CH2:38][CH3:39])=[O:36])[CH2:32][CH:31]1[CH:33]=[CH2:34])=[O:7])(C)(C)C.C([SiH](CC)CC)C.C(O)(C(F)(F)F)=O>C(Cl)Cl>[CH2:38]([O:37][C:35]([C:30]1([NH:29][C:28]([CH:9]2[CH2:10][CH:11]([O:13][C:14]3[CH:19]=[C:18]([O:20][CH3:21])[N:17]=[C:16]([C:22]4[CH:23]=[CH:24][CH:25]=[CH:26][CH:27]=4)[N:15]=3)[CH2:12][CH:8]2[C:6]([OH:7])=[O:5])=[O:40])[CH2:32][CH:31]1[CH:33]=[CH2:34])=[O:36])[CH3:39]. Procedure: Compound 7a (1.48 g, 2.68 mmol) was dissolved in 35 ml DCM. Triethylsilane (1.07 ml, 6.7 mmol) and 35 ml TFA were added and the mixture was stirred at RT for 45 minutes. The solvent was evaporated and co evaporated with toluene which gave the title product (1.32 g, 99%), MS (M+H)+496. Procedure: A solution of 50.0 mg of tert-butyl 3-(3-{[(4-chlorobenzyl)amino]carbonyl}-4-hydroxy-6-quinolinyl)propyl phosphonate from Example No. 270 in 0.5 mL of 1:1 TFA-dichloromethane is stirred for 2 h, then added slowly to 20 mL of rapidly stirred hexane. The resulting solution was concentrated under reduced pressure to provide 45.6 mg of the title compound as a white crystalline solid. The product is P(OCCCC=1C=C2C(=C(C=NC2=CC1)C(=O)NCC1=CC=C(C=C1)Cl)O)(O)=O (3-(3-{[(4-Chlorobenzyl)amino]carbonyl}-4-hydroxy-6-quinolinyl)propyl hydrogen phosphonate). The reactants are P(OC(C)(C)C)(OCCCC=1C=C2C(=C(C=NC2=CC1)C(=O)NCC1=CC=C(C=C1)Cl)O)=O (tert-butyl 3-(3-{[(4-chlorobenzyl)amino]carbonyl}-4-hydroxy-6-quinolinyl)propyl phosphonate), CCCCCC (hexane). The yield is 103.0%. Run in C(=O)(C(F)(F)F)O.ClCCl (TFA dichloromethane). Reaction SMILES: [PH:1](=[O:33])([O:7][CH2:8][CH2:9][CH2:10][C:11]1[CH:12]=[C:13]2[C:18](=[CH:19][CH:20]=1)[N:17]=[CH:16][C:15]([C:21]([NH:23][CH2:24][C:25]1[CH:30]=[CH:29][C:28]([Cl:31])=[CH:27][CH:26]=1)=[O:22])=[C:14]2[OH:32])[O:2]C(C)(C)C.CCCCCC>C(O)(C(F)(F)F)=O.ClCCl>[PH:1](=[O:2])([OH:33])[O:7][CH2:8][CH2:9][CH2:10][C:11]1[CH:12]=[C:13]2[C:18](=[CH:19][CH:20]=1)[N:17]=[CH:16][C:15]([C:21]([NH:23][CH2:24][C:25]1[CH:26]=[CH:27][C:28]([Cl:31])=[CH:29][CH:30]=1)=[O:22])=[C:14]2[OH:32] |f:2.3|.